Dataset: the Open Reaction Database (ORD), a public repository of structured organic reaction records. Task: describe an organic reaction: reactants, conditions, products, and yield The reactants are C=CCBr, Oc1ccc(-c2ccc(Cl)nn2)c(O)c1. Yields the product C=CCOc1ccc(-c2ccc(Cl)nn2)c(O)c1. RXN SMILES: [CH2:16]([CH:17]=[CH2:18])[Br:19].[Cl:1][c:2]1[n:3][n:4][c:5](-[c:8]2[c:9]([OH:15])[cH:10][c:11]([OH:14])[cH:12][cH:13]2)[cH:6][cH:7]1>>[Cl:1][c:2]1[n:3][n:4][c:5](-[c:8]2[c:9]([OH:15])[cH:10][c:11]([O:14][CH2:18][CH:17]=[CH2:16])[cH:12][cH:13]2)[cH:6][cH:7]1. Reactants: C1[C@H]2[C@@H]([C@@H](S1)CCCCC(=O)NCCCCCC(=O)ON3C(=O)CC(C3=O)S(=O)(=O)[O-])NC(=O)N2.[Na+] (sulfo-NHS-LC-biotin), C([O-])([O-])=O.[Na+].[Na+] (sodium carbonate). Reaction conditions: time 8 hour. The product is polysaccharide, OC(=O)CCCC[C@@H]1SC[C@@H]2NC(=O)N[C@H]12 (biotin). Reaction SMILES: [CH2:1]1[S:5][C@@H:4]([CH2:6][CH2:7][CH2:8][CH2:9][C:10](NCCCCCC(ON2C(=O)C(S([O-])(=O)=O)CC2=O)=O)=[O:11])[C@H:3]2[NH:32][C:33]([NH:35][C@@H:2]12)=[O:34].[Na+].C(=O)([O-])[O-:38].[Na+].[Na+]>>[OH:38][C:10]([CH2:9][CH2:8][CH2:7][CH2:6][C@H:4]1[C@@H:3]2[C@@H:2]([NH:35][C:33]([NH:32]2)=[O:34])[CH2:1][S:5]1)=[O:11] |f:0.1,2.3.4|. Procedure: The RA-NAH (10 mg) obtained in the above was dissolved in 0.5 ml of 0.1 M sodium carbonate aqueous solution, subsequently adding 3 mg of sulfo-NHS-LC-biotin (mfd, by Pierce Chemical Company) thereto followed by overnight incubation at 4° C. After overnight dialysis against distilled water thereafter, the dialyzed liquid was lyophilized to obtain the polysaccharide of the present invention in which biotin is bound to the reducing end of NAH (to be referred to as “NAH-biotin” hereinafter) (8 mg). Reported procedure: Dissolve B-(2-(trimethylsilyl)ethynyl)-9-borabicyclo[3.3.1]nonane.tetrahydrofuran complex (2.4 g, 8.3 mmol) in pentane (25 mL) and add octyladldehyde (1.3 mL, 8.3). Stir at room temperature for 40 minutes and evaporate the solvent under a positive pressure of nitrogen to give a yellow solid. Add ethyl ether (30mL) and methanol (336 μL, 8.3 mmol), cool to 0° C. and add, by dropwise addition, ethanolamine (0.5 mL, 8.3 mmol). Stir overnight, centrifuge the reaction mixture and separate the clear su... Yields the product C[Si](C#CC(CCCCCCC)O)(C)C (1-Trimethylsilyl-1-decyn-3-ol). Run at time 40 minute. Reaction SMILES: [CH3:1][Si:2]([CH3:15])([CH3:14])[C:3]#[C:4]B1C2CCCC1CCC2.C([O:18][CH2:19][CH3:20])C.CO.[CH2:23]([CH2:25]N)O.[CH3:27][CH2:28][CH2:29][CH2:30]C>>[CH3:1][Si:2]([CH3:14])([CH3:15])[C:3]#[C:4][CH:19]([OH:18])[CH2:20][CH2:27][CH2:28][CH2:29][CH2:30][CH2:23][CH3:25]. The reactants are C[Si](C#CB1C2CCCC1CCC2)(C)C (B-(2-(trimethylsilyl)ethynyl)-9-borabicyclo[3.3.1]nonane), C(O)CN (ethanolamine), C(C)OCC (ethyl ether), CO (methanol), CCCCC (pentane). The yield is 91.0%.